This data is from the Open Reaction Database (ORD), a public repository of structured organic reaction records. The task is: describe an organic reaction: reactants, conditions, products, and yield The reactants are C(C)(C)(C)C1CCC(CC1)N (4-tert-butylcyclohexylamine), C(C)(=O)O (acetic acid), C(C)(=O)O[BH-](OC(C)=O)OC(C)=O.[Na+] (sodium triacetoxyborohydride), FC1=C(C=CC(=C1)C=O)C1=CC(=CC=C1)C(=O)N (2′-fluoro-4′-formylbiphenyl-3-carboxylic acid amide). The solvent is C(Cl)Cl (DCM), CCOC(=O)C (EtOAc). Reaction conditions: time 16 hour. The product is C(C)(C)(C)[C@H]1CC[C@H](CC1)NCC1=CC(=C(C=C1)C1=CC(=CC=C1)C(=O)N)F (cis-4′-[(4-tert-butylcyclohexylamino)methyl]-2′-fluorobiphenyl-3-carboxylic acid amide). RXN SMILES: [F:1][C:2]1[CH:7]=[C:6]([CH:8]=O)[CH:5]=[CH:4][C:3]=1[C:10]1[CH:15]=[CH:14][CH:13]=[C:12]([C:16]([NH2:18])=[O:17])[CH:11]=1.[C:19]([CH:23]1[CH2:28][CH2:27][CH:26]([NH2:29])[CH2:25][CH2:24]1)([CH3:22])([CH3:21])[CH3:20].C(O)(=O)C.C(O[BH-](OC(=O)C)OC(=O)C)(=O)C.[Na+]>C(Cl)Cl.CCOC(C)=O>[C:19]([C@@H:23]1[CH2:24][CH2:25][C@H:26]([NH:29][CH2:8][C:6]2[CH:5]=[CH:4][C:3]([C:10]3[CH:15]=[CH:14][CH:13]=[C:12]([C:16]([NH2:18])=[O:17])[CH:11]=3)=[C:2]([F:1])[CH:7]=2)[CH2:27][CH2:28]1)([CH3:22])([CH3:20])[CH3:21] |f:3.4|. Reported procedure: To a suspension of 2′-fluoro-4′-formylbiphenyl-3-carboxylic acid amide (Preparation 9, 252 mg, 1.0 mmol) in DCM (100 mL) was added 4-tert-butylcyclohexylamine (500 μL, 3.2 mmol), acetic acid (200 μL, 3.5 mmol) and sodium triacetoxyborohydride (648 mg, 3.1 mmol). The mixture was stirred at rt for 16 h. EtOAc (100 mL) was added and the organics washed with aqueous NaHCO3 (30 mL), brine (30 mL) and dried (MgSO4). The solvent was removed in vacuo and the residue purified by column chromatography (17... Reactants: C(C)(C)(C)OC(=O)N1CC(NC2=C(C1)C=CC=C2)=O (2-oxo-1,2,3,5-tetrahydro-benzo[e][1,4]diazepine-4-carboxylic acid tert-butyl ester), [Cl-].[NH4+] (ammonium chloride), [H-].[Na+] (Sodium hydride), IC (Iodomethane). The solvent is CN(C)C=O (DMF), CCCCCC (hexane). Conditions: temperature 0 celsius, time 1 hour. Product: C(C)(C)(C)OC(=O)N1CC(N(C2=C(C1)C=CC=C2)C)=O (1-methyl-2-oxo-1,2,3,5-tetrahydro-benzo[e][1,4]diazepine-4-carboxylic acid tert-butyl ester). The yield is 90.5%. Reaction SMILES: [H-].[Na+].[C:3]([O:7][C:8]([N:10]1[CH2:16][C:15]2[CH:17]=[CH:18][CH:19]=[CH:20][C:14]=2[NH:13][C:12](=[O:21])[CH2:11]1)=[O:9])([CH3:6])([CH3:5])[CH3:4].I[CH3:23].[Cl-].[NH4+]>CCCCCC.CN(C=O)C>[C:3]([O:7][C:8]([N:10]1[CH2:16][C:15]2[CH:17]=[CH:18][CH:19]=[CH:20][C:14]=2[N:13]([CH3:23])[C:12](=[O:21])[CH2:11]1)=[O:9])([CH3:6])([CH3:4])[CH3:5] |f:0.1,4.5|. Reported procedure: Sodium hydride (18 mg, 0.45 mmol, 60% suspension in mineral oil) was washed with hexane (2×2 mL) in, a flame dried round bottomed flask under nitrogen atmosphere. To the resulting free floating powder, was added a solution of 2-oxo-1,2,3,5-tetrahydro-benzo[e][1,4]diazepine-4-carboxylic acid tert-butyl ester (80 mg, 0.30 mmol) in dry DMF (3 mL) at 0° C. The reaction mixture was stirred at this temperature for 1 h. Iodomethane (0.0.19 mL, 0.30 mmol) was added at 0° C. and the reaction mixture was ... Starting materials: CN(C)C=O, O=C1CCC(=O)N1Cl, Nc1c(F)ccc2c1OCCO2. Yields the product Nc1c(F)cc(Cl)c2c1OCCO2. As a reaction SMILES: [CH3:21][N:22]([CH3:23])[CH:24]=[O:25].[Cl:13][N:14]1[C:15](=[O:16])[CH2:17][CH2:18][C:19]1=[O:20].[NH2:1][c:2]1[c:3]([F:12])[cH:4][cH:5][c:6]2[c:11]1[O:10][CH2:9][CH2:8][O:7]2>>[NH2:1][c:2]1[c:3]([F:12])[cH:4][c:5]([Cl:13])[c:6]2[c:11]1[O:10][CH2:9][CH2:8][O:7]2. Starting materials: CN(C)C=O (DMF), ClCCCOC=1C=CC(=C(C1)CO)[N+](=O)[O-] ((5-(3-chloropropoxy)-2-nitrophenyl)methanol), [N-]=[N+]=[N-].[Na+] (sodium azide). Run in C(C)(=O)OCC (ethyl acetate). Run at temperature 70 celsius, time 8 hour. Yields the product N(=[N+]=[N-])CCCOC=1C=CC(=C(C1)CO)[N+](=O)[O-] ((5-(3-azidopropoxy)-2-nitrophenyl)methanol). Yield: 88.0%. RXN SMILES: CN(C=O)C.Cl[CH2:7][CH2:8][CH2:9][O:10][C:11]1[CH:12]=[CH:13][C:14]([N+:19]([O-:21])=[O:20])=[C:15]([CH2:17][OH:18])[CH:16]=1.[N-:22]=[N+:23]=[N-:24].[Na+]>C(OCC)(=O)C>[N:22]([CH2:7][CH2:8][CH2:9][O:10][C:11]1[CH:12]=[CH:13][C:14]([N+:19]([O-:21])=[O:20])=[C:15]([CH2:17][OH:18])[CH:16]=1)=[N+:23]=[N-:24] |f:2.3|. Reported procedure: DMF (7.5 mL) was added to (5-(3-chloropropoxy)-2-nitrophenyl)methanol (635 mg, 0.00258 moles) and sodium azide (252 mg, 0.00387 moles) in a flask, and the resulting mixture was heated to 70° C. and stirred overnight. The reaction was diluted in ethyl acetate (100 mL) and washed twice with water (75 mL each) and once with brine (75 mL). The organic layer was dried with anhydrous magnesium sulfate, which was filtered out. The filtrate was concentrated on a rotary evaporator and dried in vacuo over...